The task is: describe an organic reaction: reactants, conditions, products, and yield. This data is from the Open Reaction Database (ORD), a public repository of structured organic reaction records. Reactants: BrC1=CC=C(C=2CCCCC12)OC (4-Bromo-1-methoxy-5,6,7,8-tetrahydronaphthalene), N1=CC=CC=C1 (pyridine), N (ammonia). The solvent is CN(P(=O)(N(C)C)N(C)C)C (hexamethylphosphoramide). The product is COC1(CC=CC=2CCCCC12)C#N (4-Methoxy-5,6,7,8-tetrahydro-4-naphthonitrile). RXN SMILES: Br[C:2]1[C:11]2[CH2:10][CH2:9][CH2:8][CH2:7][C:6]=2[C:5]([O:12][CH3:13])=[CH:4][CH:3]=1.[N:14]1C=CC=C[CH:15]=1.N>CN(C)P(N(C)C)(N(C)C)=O>[CH3:13][O:12][C:5]1([C:15]#[N:14])[C:6]2[CH2:7][CH2:8][CH2:9][CH2:10][C:11]=2[CH:2]=[CH:3][CH2:4]1. Reported procedure: 4-Bromo-1-methoxy-5,6,7,8-tetrahydronaphthalene (1) (2.5 g, 10.4mM) cuprous cyanide (1.07 g, 5.4mM), pyridine (1.5 ml) and hexamethylphosphoramide (0.3 ml) were stirred at 192° C. for 16 hours. The mixture was poured into aqueous ammonia and extracted with ether. The ether was washed with ammonia, water, dilute hydrochloric acid and then saturated brine. The ether solution was then dried and evaporated to give the nitrile (2) (1.90 g). The reactants are OC1=CC=NC=C1 (4-hydroxypyridine), ClCC(=O)OC(C1=CC=CC=C1)C1=CC=CC=C1 (benzhydryl α-chloroacetate), C([O-])([O-])=O.[K+].[K+] (potassium carbonate). The solvent is CN(C=O)C (N,N-dimethylformamide). Product: C(C1=CC=CC=C1)(C1=CC=CC=C1)OC(=O)CN1C=CC(C=C1)=O (1-benzhydryloxycarbonylmethyl-4-pyridone). RXN SMILES: [OH:1][C:2]1[CH:7]=[CH:6][N:5]=[CH:4][CH:3]=1.Cl[CH2:9][C:10]([O:12][CH:13]([C:20]1[CH:25]=[CH:24][CH:23]=[CH:22][CH:21]=1)[C:14]1[CH:19]=[CH:18][CH:17]=[CH:16][CH:15]=1)=[O:11].C(=O)([O-])[O-].[K+].[K+]>CN(C)C=O>[CH:13]([O:12][C:10]([CH2:9][N:5]1[CH:6]=[CH:7][C:2](=[O:1])[CH:3]=[CH:4]1)=[O:11])([C:20]1[CH:21]=[CH:22][CH:23]=[CH:24][CH:25]=1)[C:14]1[CH:19]=[CH:18][CH:17]=[CH:16][CH:15]=1 |f:2.3.4|. Procedure details: For instance, 4-hydroxypyridine is reacted with benzhydryl α-chloroacetate in a solvent such as N,N-dimethylformamide in the presence of potassium carbonate at a temperature of from 40° to 80° C. to form 1-benzhydryloxycarbonylmethyl-4-pyridone, followed by a reaction with phosphorus pentasulfide in a solvent such as tetrahydrofuran at a temperature of from 40° to 80° C. to obtain the product of the formula III. Reactants: C1(CCCCC1)N(C(NC=1SC(=CN1)S(=O)(=O)NCC(=O)O)=O)C1CCCCC1 ([2-(3,3-dicyclohexyl-ureido)-thiazole-5-sulfonylamino]-acetic acid), C1(CCCCC1)NC1CCCCC1 (dicyclohexylamine), COC(CN(C)S(=O)(=O)C1=CN=C(S1)N)=O ([(2-amino-thiazole-5-sulfonyl)-methyl-amino]-acetic acid methyl ester). Yields the product C1(CCCCC1)N(C(NC=1SC(=CN1)S(=O)(=O)N(C)CC(=O)O)=O)C1CCCCC1 ({[2-(3,3-Dicyclohexyl-ureido)-thiazole-5-sulfonyl]-methyl-amino}-acetic acid). RXN SMILES: [CH:1]1([N:7]([CH:24]2[CH2:29][CH2:28][CH2:27][CH2:26][CH2:25]2)[C:8](=[O:23])[NH:9][C:10]2[S:11][C:12]([S:15]([NH:18][CH2:19][C:20]([OH:22])=[O:21])(=[O:17])=[O:16])=[CH:13][N:14]=2)[CH2:6][CH2:5][CH2:4][CH2:3][CH2:2]1.[CH:30]1(NC2CCCCC2)CCCCC1.COC(=O)CN(S(C1SC(N)=NC=1)(=O)=O)C>>[CH:24]1([N:7]([CH:1]2[CH2:2][CH2:3][CH2:4][CH2:5][CH2:6]2)[C:8](=[O:23])[NH:9][C:10]2[S:11][C:12]([S:15]([N:18]([CH2:19][C:20]([OH:22])=[O:21])[CH3:30])(=[O:16])=[O:17])=[CH:13][N:14]=2)[CH2:29][CH2:28][CH2:27][CH2:26][CH2:25]1. Procedure details: Prepared in a similar manner to [2-(3,3-dicyclohexyl-ureido)-thiazole-5-sulfonylamino]-acetic acid via dicyclohexylamine and [(2-amino-thiazole-5-sulfonyl)-methyl-amino]-acetic acid methyl ester to give the title compound. The reactants are [Cl-].CC1=C(C(=CC(=C1)C)C)[N+]1=CN(C=C1)C1=C(C=C(C=C1C)C)C (1,3-bis(2,4,6-trimethylphenyl)imidazolium chloride), S(=O)(=O)([O-])C1=CC=C(C)C=C1.[Na+] (sodium tosylate), S(=O)(=O)([O-])C1=CC=C(C)C=C1.[Na+] (sodium tosylate). The solvent is CO (MeOH). Run at time 24 hour. The product is S(=O)(=O)([O-])C1=CC=C(C)C=C1.CC1=C(C(=CC(=C1)C)C)[N+]1=CN(C=C1)C1=C(C=C(C=C1C)C)C (1,3-bis(2,4,6-trimethylphenyl)imidazolium tosylate). As a reaction SMILES: [Cl-].[CH3:2][C:3]1[CH:8]=[C:7]([CH3:9])[CH:6]=[C:5]([CH3:10])[C:4]=1[N+:11]1[CH:15]=[CH:14][N:13]([C:16]2[C:21]([CH3:22])=[CH:20][C:19]([CH3:23])=[CH:18][C:17]=2[CH3:24])[CH:12]=1.[S:25]([C:29]1[CH:35]=[CH:34][C:32]([CH3:33])=[CH:31][CH:30]=1)([O-:28])(=[O:27])=[O:26].[Na+]>CO>[S:25]([C:29]1[CH:35]=[CH:34][C:32]([CH3:33])=[CH:31][CH:30]=1)([O-:28])(=[O:27])=[O:26].[CH3:2][C:3]1[CH:8]=[C:7]([CH3:9])[CH:6]=[C:5]([CH3:10])[C:4]=1[N+:11]1[CH:15]=[CH:14][N:13]([C:16]2[C:21]([CH3:22])=[CH:20][C:19]([CH3:23])=[CH:18][C:17]=2[CH3:24])[CH:12]=1 |f:0.1,2.3,5.6|. Reported procedure: A solution of 1.5 g (4.4 mmol) of 1,3-bis(2,4,6-trimethylphenyl)imidazolium chloride (F) in 10 ml of absolute MeOH is admixed with 0.854 g (4.4 mmol) of sodium tosylate. After the sodium tosylate has dissolved completely (magnetic stirring), the solution is evaporated under reduced pressure to a volume of about 3 ml, after which 50 ml of acetone are added. The mixture is stirred at 40° C. for two hours, the precipitated sodium chloride is filtered off and the solution is evaporated under reduced... Starting materials: CCOC(=O)CCBr, Nc1nnc(S)n1-c1ccc(C2CC2)c2ccccc12, CN(C)C=O. RXN SMILES: [CH2:21]([CH3:22])[O:23][C:24]([CH2:25][CH2:26][Br:27])=[O:28].[NH2:1][c:2]1[n:3](-[c:8]2[cH:9][cH:10][c:11]([CH:18]3[CH2:19][CH2:20]3)[c:12]3[cH:13][cH:14][cH:15][cH:16][c:17]23)[c:4]([SH:7])[n:5][n:6]1.[O:29]=[CH:30][N:31]([CH3:32])[CH3:33]>>[NH2:1][c:2]1[n:3](-[c:8]2[cH:9][cH:10][c:11]([CH:18]3[CH2:19][CH2:20]3)[c:12]3[cH:13][cH:14][cH:15][cH:16][c:17]23)[c:4]([S:7][CH2:26][CH2:25][C:24]([O:23][CH2:21][CH3:22])=[O:28])[n:5][n:6]1. Product: CCOC(=O)CCSc1nnc(N)n1-c1ccc(C2CC2)c2ccccc12.